Task: describe an organic reaction: reactants, conditions, products, and yield. Dataset: the Open Reaction Database (ORD), a public repository of structured organic reaction records Reactants: 3-hydrazinopyridine•dihydrochloride, C(C=C)#N (acrylonitrile), N(N)C=1C=NC=CC1 (3-hydrazinopyridine), alcohol, alkoxide. Product: N1=CC(=CC=C1)N1N=C(CC1)N (1-(pyridin-3-yl)-4,5-dihydro-1H-pyrazol-3-amine). As a reaction SMILES: [C:1](#[N:4])[CH:2]=[CH2:3].[NH:5]([C:7]1[CH:8]=[N:9][CH:10]=[CH:11][CH:12]=1)[NH2:6]>>[N:9]1[CH:10]=[CH:11][CH:12]=[C:7]([N:5]2[CH2:3][CH2:2][C:1]([NH2:4])=[N:6]2)[CH:8]=1. Procedure details: In a typical reaction, 3-hydrazinopyridine•dihydrochloride and an anhydrous alcohol are introduced into a reaction vessel and the alkoxide base is gradually added. The mixture is stirred and the acrylonitrile is added. The mixture is stirred at about 60° C. until most of the 3-hydrazinopyridine has reacted. The mixture is allowed to cool and the excess base is neutralized with acid. The crude 1-(pyridin-3-yl)-4,5-dihydro-1H-pyrazol-3-amine (9a) is conveniently isolated and purified by standard t... Reactants: CN1N=C(C=C1)S(=O)(=O)Cl (1-methylpyrazole-3-sulfonyl chloride), C([O-])([O-])=O.[NH4+].[NH4+] (ammonium carbonate). Run in C(Cl)(Cl)Cl (chloroform). Product: CN1N=C(C=C1)S(=O)(=O)N (1-Methylpyrazole-3-sulfonamide). Reaction SMILES: [CH3:1][N:2]1[CH:6]=[CH:5][C:4]([S:7](Cl)(=[O:9])=[O:8])=[N:3]1.C(=O)([O-])[O-].[NH4+:15].[NH4+]>C(Cl)(Cl)Cl>[CH3:1][N:2]1[CH:6]=[CH:5][C:4]([S:7]([NH2:15])(=[O:9])=[O:8])=[N:3]1 |f:1.2.3|. Reported procedure: A mixture containing chloroform (100 ml), 13.6 g of 1-methylpyrazole-3-sulfonyl chloride and 13.6 g ammonium carbonate was heated to reflux for six hours, cooled, filtered and the solid was washed with water. The water-insoluble solid which was recrystallized from 50% ethanol-water melted at 149°-151° and showed absorption peaks in the infrared at 3100 and 3200 cm-1, consistent for the NH2 in the desired product. Reactants: Fc1cnccc1Cl, ClCCl, O=C(OO)c1cccc(Cl)c1. Reaction SMILES: [Cl:12][c:13]1[c:14]([F:19])[cH:15][n:16][cH:17][cH:18]1.[Cl:20][CH2:21][Cl:22].[OH:1][O:2][C:3]([c:4]1[cH:5][c:6]([Cl:7])[cH:8][cH:9][cH:10]1)=[O:11]>>[O-:1][n+:16]1[cH:15][c:14]([F:19])[c:13]([Cl:12])[cH:18][cH:17]1. Product: [O-][n+]1ccc(Cl)c(F)c1. Starting materials: CSCCC1C(=O)NCCN1C(=O)OC(C)(C)C, CCSCC, O=C(O)C(F)(F)F. Product: CSCCC1NCCNC1=O. RXN SMILES: [C:8]([O:9][C:10](=[O:11])[N:15]1[CH:16]([CH2:22][CH2:23][S:24][CH3:25])[C:17](=[O:21])[NH:18][CH2:19][CH2:20]1)([CH3:12])([CH3:13])[CH3:14].[CH3:26][CH2:27][S:28][CH2:29][CH3:30].[OH:1][C:2]([C:3]([F:4])([F:5])[F:6])=[O:7]>>[NH:15]1[CH:16]([CH2:22][CH2:23][S:24][CH3:25])[C:17](=[O:21])[NH:18][CH2:19][CH2:20]1. Reactants: CCCCOC(=O)NC1CCN(C(=O)CNC(=O)OCc2ccccc2)CC1, CCO, [H][H]. Product: CCCCOC(=O)NC1CCN(C(=O)CN)CC1. Reaction SMILES: [CH2:1]([CH2:2][CH2:3][CH3:4])[O:5][C:6]([NH:7][CH:8]1[CH2:9][CH2:10][N:11]([C:14]([CH2:15][NH:16][C:17]([O:18][CH2:19][c:20]2[cH:21][cH:22][cH:23][cH:24][cH:25]2)=[O:26])=[O:27])[CH2:12][CH2:13]1)=[O:28].[CH3:31][CH2:32][OH:33].[H:29][H:30]>>[CH2:1]([CH2:2][CH2:3][CH3:4])[O:5][C:6]([NH:7][CH:8]1[CH2:9][CH2:10][N:11]([C:14]([CH2:15][NH2:16])=[O:27])[CH2:12][CH2:13]1)=[O:28].